From a dataset of the Open Reaction Database (ORD), a public repository of structured organic reaction records. describe an organic reaction: reactants, conditions, products, and yield The solvent is C(O)([O-])=O.[Na+] (sodium hydrogen carbonate), C(C)#N (acetonitrile). Yield: 63.0%. Product: O=C1N(C=2N(C(=C1CC1=CC=C(C=C1)C=1C(=CC=CC1)C#N)CCC)N=CN2)[C@@H]2CC[C@H](CC2)OCC=O (4′-({5-oxo-4-[trans-4-(2-oxoethoxy)cyclohexyl]-7-propyl-4,5-dihydro[1,2,4]triazolo[1,5-a]pyrimidin-6-yl}methyl)biphenyl-2-carbonitrile), compound. The reactants are OCCO[C@@H]1CC[C@H](CC1)N1C=2N(C(=C(C1=O)CC1=CC=C(C=C1)C=1C(=CC=CC1)C#N)CCC)N=CN2 (4′-({4-[trans-4-(2-hydroxyethoxy)cyclohexyl]-5-oxo-7-propyl-4,5-dihydro[1,2,4]triazolo[1,5-a]pyrimidin-6-yl}methyl)biphenyl-2-carbonitrile), CC(=O)OI1(C2=CC=CC=C2C(=O)O1)(OC(=O)C)OC(=O)C (1,1,1-triacetoxy-1,1-dihydro-1,2-benziodoxol-3(1H)-one). Reaction SMILES: [OH:1][CH2:2][CH2:3][O:4][C@H:5]1[CH2:10][CH2:9][C@H:8]([N:11]2[C:16](=[O:17])[C:15]([CH2:18][C:19]3[CH:24]=[CH:23][C:22]([C:25]4[C:26]([C:31]#[N:32])=[CH:27][CH:28]=[CH:29][CH:30]=4)=[CH:21][CH:20]=3)=[C:14]([CH2:33][CH2:34][CH3:35])[N:13]3[N:36]=[CH:37][N:38]=[C:12]23)[CH2:7][CH2:6]1.CC(OI1(OC(C)=O)(OC(C)=O)OC(=O)C2C1=CC=CC=2)=O>C(#N)C.C(=O)([O-])O.[Na+]>[O:17]=[C:16]1[C:15]([CH2:18][C:19]2[CH:24]=[CH:23][C:22]([C:25]3[C:26]([C:31]#[N:32])=[CH:27][CH:28]=[CH:29][CH:30]=3)=[CH:21][CH:20]=2)=[C:14]([CH2:33][CH2:34][CH3:35])[N:13]2[N:36]=[CH:37][N:38]=[C:12]2[N:11]1[C@H:8]1[CH2:7][CH2:6][C@H:5]([O:4][CH2:3][CH:2]=[O:1])[CH2:10][CH2:9]1 |f:3.4|. Run at time 3 day. Reported procedure: To a solution of 4′-({4-[trans-4-(2-hydroxyethoxy)cyclohexyl]-5-oxo-7-propyl-4,5-dihydro[1,2,4]triazolo[1,5-a]pyrimidin-6-yl}methyl)biphenyl-2-carbonitrile (1.19 g) in acetonitrile (20 mL) was added 1,1,1-triacetoxy-1,1-dihydro-1,2-benziodoxol-3(1H)-one (1.27 g) under ice-cooling, and the mixture was stirred at room temperature for 3 days. The reaction mixture was diluted with saturated aqueous sodium hydrogen carbonate solution, and the mixture was extracted with ethyl acetate. The extract was ... Starting materials: N#CC1C=Cc2ccccc2N1C(=O)c1ccccc1, O=C([O-])O, CC(C)=O, [Na+], OO. The product is NC(=O)C1C=Cc2ccccc2N1C(=O)c1ccccc1. RXN SMILES: [C:1]([c:2]1[cH:3][cH:4][cH:5][cH:6][cH:7]1)(=[O:8])[N:9]1[CH:10]([C:19]#[N:20])[CH:11]=[CH:12][c:13]2[cH:14][cH:15][cH:16][cH:17][c:18]21.[C:21]([O-:22])(=[O:23])[OH:24].[CH3:28][C:29](=[O:30])[CH3:31].[Na+:25].[OH:26][OH:27]>>[C:1]([c:2]1[cH:3][cH:4][cH:5][cH:6][cH:7]1)(=[O:8])[N:9]1[CH:10]([C:19]([NH2:20])=[O:22])[CH:11]=[CH:12][c:13]2[cH:14][cH:15][cH:16][cH:17][c:18]21.